From a dataset of the Open Reaction Database (ORD), a public repository of structured organic reaction records. describe an organic reaction: reactants, conditions, products, and yield Starting materials: O=[N+]([O-])c1ccc2c(c1)C(c1ccccc1F)=NCc1nc(CCl)cn1-2, Cl, [Na+], [Na+], O=C([O-])[O-], C1COCCO1, O. The product is O=[N+]([O-])c1ccc2c(c1)C(c1ccccc1F)=NCc1nc(CO)cn1-2. RXN SMILES: [Cl:1][CH2:2][c:3]1[n:4][c:5]2[n:6]([cH:26]1)-[c:7]1[c:8]([cH:19][c:20]([N+:23](=[O:24])[O-:25])[cH:21][cH:22]1)[C:9]([c:12]1[c:13]([F:18])[cH:14][cH:15][cH:16][cH:17]1)=[N:10][CH2:11]2.[ClH:33].[Na+:27].[Na+:28].[O-:29][C:30](=[O:31])[O-:32].[O:34]1[CH2:35][CH2:36][O:37][CH2:38][CH2:39]1.[OH2:40]>>[CH2:2]([c:3]1[n:4][c:5]2[n:6]([cH:26]1)-[c:7]1[c:8]([cH:19][c:20]([N+:23](=[O:24])[O-:25])[cH:21][cH:22]1)[C:9]([c:12]1[c:13]([F:18])[cH:14][cH:15][cH:16][cH:17]1)=[N:10][CH2:11]2)[OH:29]. Starting materials: FC(C=1C=C(C=C(C1)C(F)(F)F)[C@@H]1[C@@H](N(C(O1)=O)CC1=NC(=NC=C1C=1C(=NC=C(C1)Cl)OC)N1CC(C1)F)C)(F)F ((4S,5R)-5-[3,5-Bis(trifluoromethyl)phenyl]-3-{[5-(5-chloro-2-methoxypyridin-3-yl)-2-(3-fluoroazetidin-1-yl)pyrimidin-4-yl]methyl}-4-methyl-1,3-oxazolidin-2-one), CC=1SC(=C(N1)C)B1OC(C(O1)(C)C)(C)C (2,4-dimethyl-5-(4,4,5,5-tetramethyl-1,3,2-dioxaborolan-2-yl)-1,3-thiazole), C(=O)([O-])[O-].[K+].[K+] (K2CO3), 4/1, O1CCOCC1.O (dioxane water), {2-[2-(amino-κN)ethyl]phenyl-κC1}(chloro)[di-tert-butyl(2′,4′,6′-triisopropylbiphenyl-2-yl)phosphine]palladium. The yield is 8.9%. Procedure: (4S,5R)-5-[3,5-Bis(trifluoromethyl)phenyl]-3-{[5-(5-chloro-2-methoxypyridin-3-yl)-2-(3-fluoroazetidin-1-yl)pyrimidin-4-yl]methyl}-4-methyl-1,3-oxazolidin-2-one (EXAMPLE 1, 100 mg, 0.161 mmol), 2,4-dimethyl-5-(4,4,5,5-tetramethyl-1,3,2-dioxaborolan-2-yl)-1,3-thiazole (38.6 mg, 0.161 mmol) and K2CO3 (66.9 mg, 0.484 mmol) were mixed with 1.5 mL of 4/1 dioxane/water. The mixture was evacuated and charged with nitrogen three times, then {2-[2-(amino-κN)ethyl]phenyl-κC1}(chloro)[di-tert-butyl(2′,4′,6′... The solvent is C(C)#N (acetonitrile). RXN SMILES: [F:1][C:2]([F:42])([F:41])[C:3]1[CH:4]=[C:5]([C@H:13]2[O:17][C:16](=[O:18])[N:15]([CH2:19][C:20]3[C:25]([C:26]4[C:27]([O:33][CH3:34])=[N:28][CH:29]=[C:30](Cl)[CH:31]=4)=[CH:24][N:23]=[C:22]([N:35]4[CH2:38][CH:37]([F:39])[CH2:36]4)[N:21]=3)[C@H:14]2[CH3:40])[CH:6]=[C:7]([C:9]([F:12])([F:11])[F:10])[CH:8]=1.[CH3:43][C:44]1[S:45][C:46](B2OC(C)(C)C(C)(C)O2)=[C:47]([CH3:49])[N:48]=1.C([O-])([O-])=O.[K+].[K+].O1CCOCC1.O>C(#N)C>[F:1][C:2]([F:42])([F:41])[C:3]1[CH:4]=[C:5]([C@H:13]2[O:17][C:16](=[O:18])[N:15]([CH2:19][C:20]3[C:25]([C:26]4[C:27]([O:33][CH3:34])=[N:28][CH:29]=[C:30]([C:46]5[S:45][C:44]([CH3:43])=[N:48][C:47]=5[CH3:49])[CH:31]=4)=[CH:24][N:23]=[C:22]([N:35]4[CH2:38][CH:37]([F:39])[CH2:36]4)[N:21]=3)[C@H:14]2[CH3:40])[CH:6]=[C:7]([C:9]([F:12])([F:11])[F:10])[CH:8]=1 |f:2.3.4,5.6|. Conditions: temperature 130 celsius. The product is FC(C=1C=C(C=C(C1)C(F)(F)F)[C@@H]1[C@@H](N(C(O1)=O)CC1=NC(=NC=C1C=1C(=NC=C(C1)C1=C(N=C(S1)C)C)OC)N1CC(C1)F)C)(F)F ((4S,5R)-5-[3,5-Bis(trifluoromethyl)phenyl]-3-({5-[5-(2,4-dimethyl-1,3-thiazol-5-yl)-2-methoxypyridin-3-yl]-2-(3-fluoroazetidin-1-yl)pyrimidin-4-yl}methyl)-4-methyl-1,3-oxazolidin-2-one). The reactants are C(C)(C)(C)NC1=NC=C(C(=N1)N[C@H]1C[C@H](C(CC1)(C)C)O)C(=O)N (2-(tert-butylamino)-4-((1R,3R)-3-hydroxy-4,4-dimethylcyclohexylamino)pyrimidine-5-carboxamide), C(C)(C)(C)NC1=NC=C(C(=N1)S(=O)C)C(=O)N (2-(tert-butylamino)-4-(methylsulfinyl)pyrimidine-5-carboxamide), CC(OCC)=O (EA), C(=O)(C(F)(F)F)O (TFA), C([O-])(O)=O (bicarbonate), Cl.N[C@@H]1CCC([C@@H](C1)O)(C)C ((1R,5R)-5-amino-2,2-dimethylcyclohexanol hydrochloride), Cl.N[C@H]1CCC([C@H](C1)O)(C)C ((1S,5S)-5-amino-2,2-dimethylcyclohexanol hydrochloride). Solvent: CN(C)C=O (DMF). Reaction conditions: temperature 90 celsius. Yields the product C(C)(C)(C)NC1=NC=C(C(=N1)N[C@@H]1C[C@@H](C(CC1)(C)C)O)C(=O)N (2-(tert-butylamino)-4-((1S,3S)-3-hydroxy-4,4-dimethylcyclohexylamino)pyrimidine-5-carboxamide). The yield is 76.0%. RXN SMILES: C(NC1N=C(S(C)=O)C(C(N)=O)=CN=1)(C)(C)C.Cl.N[C@H]1C[C@@H](O)C(C)(C)CC1.Cl.N[C@@H]1C[C@H](O)C(C)(C)CC1.CC(=O)OCC.C(O)(C(F)(F)F)=O.C(=O)(O)[O-].[C:57]([NH:61][C:62]1[N:67]=[C:66]([NH:68][C@@H:69]2[CH2:74][CH2:73][C:72]([CH3:76])([CH3:75])[C@H:71]([OH:77])[CH2:70]2)[C:65]([C:78]([NH2:80])=[O:79])=[CH:64][N:63]=1)([CH3:60])([CH3:59])[CH3:58]>CN(C=O)C>[C:57]([NH:61][C:62]1[N:67]=[C:66]([NH:68][C@H:69]2[CH2:74][CH2:73][C:72]([CH3:75])([CH3:76])[C@@H:71]([OH:77])[CH2:70]2)[C:65]([C:78]([NH2:80])=[O:79])=[CH:64][N:63]=1)([CH3:58])([CH3:59])[CH3:60] |f:1.2,3.4|. Procedure: To a stirring suspension of 2-(tert-butylamino)-4-(methylsulfinyl)pyrimidine-5-carboxamide (375 mg, 1.46 mmol) and a mixture of (1R,5R)-5-amino-2,2-dimethylcyclohexanol hydrochloride and (1S,5S)-5-amino-2,2-dimethylcyclohexanol hydrochloride (342 mg, 1.902 mmol) in DMF (4.877 mL) was added DI EA (0.767 mL, 4.39 mmol) and the reaction was heated to 90° C. overnight. The crude reaction mixture was concentrated under reduced pressure and then purified using reverse-phased semi-preparative HPLC (5-8... Reactants: CN(C)C=O, CCOC(=O)C(=O)c1csc(N)n1, Cc1cccc(C)c1N=C=O. Yields the product CCOC(=O)C(=O)c1csc(NC(=O)Nc2c(C)cccc2C)n1. Reaction SMILES: [CH3:25][N:26]([CH3:27])[CH:28]=[O:29].[NH2:1][c:2]1[s:3][cH:4][c:5]([C:7]([C:8](=[O:9])[O:10][CH2:11][CH3:12])=[O:13])[n:6]1.[c:14]1([N:22]=[C:23]=[O:24])[c:15]([CH3:21])[cH:16][cH:17][cH:18][c:19]1[CH3:20]>>[NH:1]([c:2]1[s:3][cH:4][c:5]([C:7]([C:8](=[O:9])[O:10][CH2:11][CH3:12])=[O:13])[n:6]1)[C:23]([NH:22][c:14]1[c:15]([CH3:21])[cH:16][cH:17][cH:18][c:19]1[CH3:20])=[O:24]. The reactants are COC(CC1CCC2C1NC(C2)=O)=O (Hexahydro-2-oxocyclopenta[b]pyrrole-6-acetic acid methyl ester), [OH-].[Na+] (sodium hydroxide). Reaction conditions: temperature 50 celsius, time 15 minute. Product: O=C1CC2C(N1)C(CC2)CC(=O)O (hexahydro-2-oxocyclopenta[b]-pyrrole-6-acetic acid). Reaction SMILES: C[O:2][C:3](=[O:14])[CH2:4][CH:5]1[CH:9]2[NH:10][C:11](=[O:13])[CH2:12][CH:8]2[CH2:7][CH2:6]1.[OH-].[Na+]>>[O:13]=[C:11]1[NH:10][CH:9]2[CH:5]([CH2:4][C:3]([OH:14])=[O:2])[CH2:6][CH2:7][CH:8]2[CH2:12]1 |f:1.2|. Procedure details: Hexahydro-2-oxocyclopenta[b]pyrrole-6-acetic acid methyl ester (3aα, 6β, 6aα), 2.2 g (0.011 m), is treated with 11 ml of 1N sodium hydroxide solution with stirring at 50° C. for 15 minutes. The reaction mixture is extracted with diethyl ether and the agueous layer is passed through a Dowex-acid column. Concentration of the eluate followed by filtration of the crystals yields hexahydro-2-oxocyclopenta[b]-pyrrole-6-acetic acid (3aα, 6β, 6aα) with a melting point of 186°-189° C. Reactants: NCCSCC=1NC2=C(N1)C=CC=C2 (2-[(2-aminoethyl)thiomethyl]-benzimidazole), CSC(N[N+](=O)[O-])=N (S-methyl-N-nitroisothiourea). Product: N1=C(NC2=C1C=CC=C2)CSCCNC(=N)N[N+](=O)[O-] (N-[2-(2-benzimidazolylmethylthio)ethyl]-N'-nitroguanidine). Reaction SMILES: [NH2:1][CH2:2][CH2:3][S:4][CH2:5][C:6]1[NH:7][C:8]2[CH:14]=[CH:13][CH:12]=[CH:11][C:9]=2[N:10]=1.CS[C:17](=[NH:22])[NH:18][N+:19]([O-:21])=[O:20]>>[N:10]1[C:9]2[CH:11]=[CH:12][CH:13]=[CH:14][C:8]=2[NH:7][C:6]=1[CH2:5][S:4][CH2:3][CH2:2][NH:1][C:17]([NH:18][N+:19]([O-:21])=[O:20])=[NH:22]. Procedure details: Reacting 2-[(2-aminoethyl)thiomethyl]-benzimidazole with S-methyl-N-nitroisothiourea by the procedure of Example 2(ii) gives N-[2-(2-benzimidazolylmethylthio)ethyl]-N'-nitroguanidine. Treatment with hydrochloric acid gives the hydrochloride salt. Reactants: BrCCCCBr, CN(C)C=O, O=S1(=O)NCC(O)c2cc(Cl)sc21, [H-], [Na+], O. The product is O=S1(=O)c2sc(Cl)cc2C(O)CN1CCCCBr. As a reaction SMILES: [Br:16][CH2:17][CH2:18][CH2:19][CH2:20][Br:21].[CH3:23][N:24]([CH3:25])[CH:26]=[O:27].[Cl:1][c:2]1[cH:3][c:4]2[c:9]([s:10]1)[S:8](=[O:11])(=[O:12])[NH:7][CH2:6][CH:5]2[OH:13].[H-:14].[Na+:15].[OH2:22]>>[Cl:1][c:2]1[cH:3][c:4]2[c:9]([s:10]1)[S:8](=[O:11])(=[O:12])[N:7]([CH2:20][CH2:19][CH2:18][CH2:17][Br:16])[CH2:6][CH:5]2[OH:13].